From a dataset of the Open Reaction Database (ORD), a public repository of structured organic reaction records. describe an organic reaction: reactants, conditions, products, and yield The reactants are C=CCOC(=O)C1=C(SC2CC(Cn3ccnc3)N(C(=O)OCC=C)C2)C(C)C2C(C(C)O)C(=O)N12, CI, CC(C)=O. Yields the product C=CCOC(=O)C1=C(SC2CC(C[n+]3ccn(C)c3)N(C(=O)OCC=C)C2)C(C)C2C(C(C)O)C(=O)N12, [I-]. As a reaction SMILES: [CH2:1]([CH:2]=[CH2:3])[O:4][C:5](=[O:6])[N:7]1[CH:8]([CH2:31][n:32]2[cH:33][n:34][cH:35][cH:36]2)[CH2:9][CH:10]([S:12][C:13]2=[C:14]([C:25](=[O:26])[O:27][CH2:28][CH:29]=[CH2:30])[N:15]3[C:16](=[O:24])[CH:17]([CH:21]([CH3:22])[OH:23])[CH:18]3[CH:19]2[CH3:20])[CH2:11]1.[CH3:37][I:38].[CH3:39][C:40](=[O:41])[CH3:42]>>[CH2:1]([CH:2]=[CH2:3])[O:4][C:5](=[O:6])[N:7]1[CH:8]([CH2:31][n+:32]2[cH:33][n:34]([CH3:37])[cH:35][cH:36]2)[CH2:9][CH:10]([S:12][C:13]2=[C:14]([C:25](=[O:26])[O:27][CH2:28][CH:29]=[CH2:30])[N:15]3[C:16](=[O:24])[CH:17]([CH:21]([CH3:22])[OH:23])[CH:18]3[CH:19]2[CH3:20])[CH2:11]1.[I-:38]. Reactants: CCOC(C)=O, COC(=O)OC, C1CN2CCN1CC2, O, O=Cc1ccc2[nH]ccc2c1. Product: Cn1ccc2cc(C=O)ccc21. As a reaction SMILES: [CH3:20][CH2:21][O:22][C:23]([CH3:24])=[O:25].[CH3:27][O:28][C:29]([O:30][CH3:31])=[O:32].[N:12]12[CH2:13][CH2:19][N:16]([CH2:15][CH2:14]1)[CH2:17][CH2:18]2.[OH2:26].[nH:1]1[cH:2][cH:3][c:4]2[cH:5][c:6]([CH:10]=[O:11])[cH:7][cH:8][c:9]12>>[n:1]1([CH3:13])[cH:2][cH:3][c:4]2[cH:5][c:6]([CH:10]=[O:11])[cH:7][cH:8][c:9]12. Starting materials: CC1=C(N)C=CC(=C1)F (2-Methyl-4-fluoroaniline), CC1=CC(=NC(=N1)N1C(C2=CC=CC=C2CC1)C)Cl (6-methyl-2-(1-methyl-1,2,3,4-tetrahydroisoquinolin-2-yl)-4-chloropyrimidine), CN(C=O)C (dimethylformamide). The solvent is ClCCl (dichloromethane). Reaction conditions: time 3 hour. The product is Cl.CC1=CC(=NC(=N1)N1C(C2=CC=CC=C2CC1)C)NC1=C(C=C(C=C1)F)C (6-Methyl-4-(2-methyl-4-fluorophenylamino)-2-(1-methyl-1,2,3,4-tetrahydroisoquinolin-2-yl)pyrimidine hydrochloride). RXN SMILES: [CH3:1][C:2]1[CH:8]=[C:7]([F:9])[CH:6]=[CH:5][C:3]=1[NH2:4].[CH3:10][C:11]1[N:16]=[C:15]([N:17]2[CH2:26][CH2:25][C:24]3[C:19](=[CH:20][CH:21]=[CH:22][CH:23]=3)[CH:18]2[CH3:27])[N:14]=[C:13]([Cl:28])[CH:12]=1.CN(C)C=O>ClCCl>[ClH:28].[CH3:10][C:11]1[N:16]=[C:15]([N:17]2[CH2:26][CH2:25][C:24]3[C:19](=[CH:20][CH:21]=[CH:22][CH:23]=3)[CH:18]2[CH3:27])[N:14]=[C:13]([NH:4][C:3]2[CH:5]=[CH:6][C:7]([F:9])=[CH:8][C:2]=2[CH3:1])[CH:12]=1 |f:4.5|. Reported procedure: 2-Methyl-4-fluoroaniline(1.1 ml, 10.2 mmol) was added to a mixture solution of 6-methyl-2-(1-methyl-1,2,3,4-tetrahydroisoquinolin-2-yl)-4-chloropyrimidine(1.5 g, 5.5 mmol) and dimethylformamide(10 ml). The reaction solution was stirred for 3 hours and cooled to room temperature. The reaction mixture was diluted with dichloromethane and washed with water. Dichloromethane layer was separated, basified with aqueous sodium hydroxide solution, washed with water, and dried and concentrated in vacuo. T... The reactants are COC=1C=C(C=C(C1OC)OC)C1=NC=CC(=C1)CN1CCC(CC1)=O (1-[[2-(3,4,5-trimethoxyphenyl)pyridin-4-yl]methyl]-4-piperidone), C(C#C)N (propargylamine). Yields the product C(C#C)NC1CCN(CC1)CC1=CC(=NC=C1)C1=CC(=C(C(=C1)OC)OC)OC (4-Propargylamino-1-[[2-(3,4,5-trimethoxyphenyl)pyridin-4-yl]methyl]piperidine). RXN SMILES: [CH3:1][O:2][C:3]1[CH:4]=[C:5]([C:13]2[CH:18]=[C:17]([CH2:19][N:20]3[CH2:25][CH2:24][C:23](=O)[CH2:22][CH2:21]3)[CH:16]=[CH:15][N:14]=2)[CH:6]=[C:7]([O:11][CH3:12])[C:8]=1[O:9][CH3:10].[CH2:27]([NH2:30])[C:28]#[CH:29]>>[CH2:27]([NH:30][CH:23]1[CH2:24][CH2:25][N:20]([CH2:19][C:17]2[CH:16]=[CH:15][N:14]=[C:13]([C:5]3[CH:6]=[C:7]([O:11][CH3:12])[C:8]([O:9][CH3:10])=[C:3]([O:2][CH3:1])[CH:4]=3)[CH:18]=2)[CH2:21][CH2:22]1)[C:28]#[CH:29]. Procedure: 1-[[2-(3,4,5-trimethoxyphenyl)pyridin-4-yl]methyl]-4-piperidone (400 mg) and propargylamine (80 mg) were reacted in the same manner as described in Preparation Example 25 to give the title compound. Reactants: CN1CCC2(CC1)COC1=CC=3CCNC3C=C12 (1'-methyl-2,3,6,7-tetrahydrospiro[furo[2,3-f]indole-3,4'-piperidine]), CC1=C(C=CC(=C1)C1=CC(=NO1)C)C1=CC=C(C=C1)C(=O)O (2'-methyl-4'-(3-methylisoxazol-5-yl)biphenyl-4-carboxylic acid), Example 1. Product: CN1CCC2(CC1)COC1=CC=3CCN(C3C=C12)C(=O)C1=CC=C(C=C1)C1=C(C=C(C=C1)C1=CC(=NO1)C)C (1'-Methyl-5-(2'-methyl-4'-(3-methylisoxazol-5-yl)biphenyl-4-carbonyl)-2,3,6,7-tetrahydrospiro[furo[2,3-f]indole-3,4'-piperidine]). RXN SMILES: [CH3:1][N:2]1[CH2:7][CH2:6][C:5]2([C:18]3[C:10](=[CH:11][C:12]4[CH2:13][CH2:14][NH:15][C:16]=4[CH:17]=3)[O:9][CH2:8]2)[CH2:4][CH2:3]1.[CH3:19][C:20]1[CH:25]=[C:24]([C:26]2[O:30][N:29]=[C:28]([CH3:31])[CH:27]=2)[CH:23]=[CH:22][C:21]=1[C:32]1[CH:37]=[CH:36][C:35]([C:38](O)=[O:39])=[CH:34][CH:33]=1>>[CH3:1][N:2]1[CH2:3][CH2:4][C:5]2([C:18]3[C:10](=[CH:11][C:12]4[CH2:13][CH2:14][N:15]([C:38]([C:35]5[CH:36]=[CH:37][C:32]([C:21]6[CH:22]=[CH:23][C:24]([C:26]7[O:30][N:29]=[C:28]([CH3:31])[CH:27]=7)=[CH:25][C:20]=6[CH3:19])=[CH:33][CH:34]=5)=[O:39])[C:16]=4[CH:17]=3)[O:9][CH2:8]2)[CH2:6][CH2:7]1. Procedure details: The title compound was prepared from 1'-methyl-2,3,6,7-tetrahydrospiro [furo[2,3-f]indole-3,4'-piperidine] (D8) and 2'-methyl-4'-(3-methylisoxazol-5-yl)biphenyl-4-carboxylic acid (D79) using a procedure similar to that of Example 1 (58%) m.p. 224-5° C. Reactants: C(C)(C)(C)C1=C(C=CC=C1)N1CCN(CC1)C(=O)C1=CC=C(OCC2CCN(CC2)C(=O)OC(C)(C)C)C=C1 (tert-Butyl 4-[(4-{[4-(2-tert-butylphenyl)piperazin-1-yl]carbonyl}phenoxy)methyl]piperidine-1-carboxylate), Cl.C(C)(=O)OCC (hydrochloric acid ethyl acetate), C(C)(=O)OCC (ethyl acetate). Solvent: CO (methanol). Run at time 16 hour. Product: C(C)(C)(C)C1=C(C=CC=C1)N1CCN(CC1)C(=O)C1=CC=C(C=C1)OCC1CCNCC1 (1-(2-tert-Butylphenyl)-4-{[4-(piperidin-4-ylmethoxy)phenyl]carbonyl}piperazine). The yield is 90.2%. Reaction SMILES: [C:1]([C:5]1[CH:10]=[CH:9][CH:8]=[CH:7][C:6]=1[N:11]1[CH2:16][CH2:15][N:14]([C:17]([C:19]2[CH:39]=[CH:38][C:22]([O:23][CH2:24][CH:25]3[CH2:30][CH2:29][N:28](C(OC(C)(C)C)=O)[CH2:27][CH2:26]3)=[CH:21][CH:20]=2)=[O:18])[CH2:13][CH2:12]1)([CH3:4])([CH3:3])[CH3:2].Cl.C(OCC)(=O)C.C(OCC)(=O)C>CO>[C:1]([C:5]1[CH:10]=[CH:9][CH:8]=[CH:7][C:6]=1[N:11]1[CH2:12][CH2:13][N:14]([C:17]([C:19]2[CH:20]=[CH:21][C:22]([O:23][CH2:24][CH:25]3[CH2:30][CH2:29][NH:28][CH2:27][CH2:26]3)=[CH:38][CH:39]=2)=[O:18])[CH2:15][CH2:16]1)([CH3:4])([CH3:2])[CH3:3] |f:1.2|. Procedure: A mixture of tert-butyl 4-[(4-{[4-(2-tert-butylphenyl)piperazin-1-yl]carbonyl}phenoxy)methyl]piperidine-1-carboxylate obtained in Example 37 (1.5 g), 4 M hydrochloric acid-ethyl acetate solution (20 mL), ethyl acetate (100 mL), and methanol (100 mL) was stirred at room temperature for 16 h. The solvent was evaporated. 1 M sodium hydroxide solution was added to the reaction solution, and the mixture was extracted with ethyl acetate. The ethyl acetate layer was washed with saturated brine, and dri... The reactants are solution, C[Si](C)(C)[N-][Si](C)(C)C.[Na+] (NaN(TMS)2), BrCC1=NOC2=C1C=CC=C2 (3-bromomethyl benzo[d]isoxazole), O=C1CC(N(C2=C(N1CC(=O)N(C1=CC=C(C=C1)OC)C(C)C)C=CC=C2)C2=CC=CC=C2)=O (2-(2,4-Dioxo-5-phenyl-2,3,4,5-tetrahydro-benzo[b][1,4]diazepin-1-yl)-N-isopropyl-N-(4-methoxy-phenyl) acetamide), Intermediate 4, 632)in. Solvent: CN(C)C=O (DMF), C1CCOC1 (THF), CN(C)C=O (DMF). Conditions: time 5 minute. Yields the product O1N=C(C2=C1C=CC=C2)CC2C(N(C1=C(N(C2=O)CC(=O)N(C2=CC=C(C=C2)OC)C(C)C)C=CC=C1)C1=CC=CC=C1)=O (2-(3-Benzo[d]isoxazol-3-ylmethyl-2,4-dioxo-5-phenyl-2,3,4,5-tetrahydro-benzo[b][1,4]diazepin-1-yl)-N-isopropyl-N-(4-methoxy-phenyl) acetamide). Isolated yield 59.9%. RXN SMILES: [O:1]=[C:2]1[N:8]([CH2:9][C:10]([N:12]([CH:21]([CH3:23])[CH3:22])[C:13]2[CH:18]=[CH:17][C:16]([O:19][CH3:20])=[CH:15][CH:14]=2)=[O:11])[C:7]2[CH:24]=[CH:25][CH:26]=[CH:27][C:6]=2[N:5]([C:28]2[CH:33]=[CH:32][CH:31]=[CH:30][CH:29]=2)[C:4](=[O:34])[CH2:3]1.C[Si]([N-][Si](C)(C)C)(C)C.[Na+].Br[CH2:46][C:47]1[C:51]2[CH:52]=[CH:53][CH:54]=[CH:55][C:50]=2[O:49][N:48]=1>CN(C=O)C.C1COCC1>[O:49]1[C:50]2[CH:55]=[CH:54][CH:53]=[CH:52][C:51]=2[C:47]([CH2:46][CH:3]2[C:2](=[O:1])[N:8]([CH2:9][C:10]([N:12]([CH:21]([CH3:23])[CH3:22])[C:13]3[CH:18]=[CH:17][C:16]([O:19][CH3:20])=[CH:15][CH:14]=3)=[O:11])[C:7]3[CH:24]=[CH:25][CH:26]=[CH:27][C:6]=3[N:5]([C:28]3[CH:29]=[CH:30][CH:31]=[CH:32][CH:33]=3)[C:4]2=[O:34])=[N:48]1 |f:1.2|. Reported procedure: To a stirring solution of 390 mg (0.86 mmol) of 2-(2,4-Dioxo-5-phenyl-2,3,4,5-tetrahydro-benzo[b][1,4]diazepin-1-yl)-N-isopropyl-N-(4-methoxy-phenyl) acetamide, prepared as in Intermediate 4, in 10 mL of DMF at 0° C. is added 1.03 mL (1.03 mmol, 1.2 equiv) of a 1.0M solution of NaN(TMS)2 in THF. The resulting solution is stirred 5 min, and a solution of 200 mg (0.94 mmol, 1.1 equiv.) of 3-bromomethyl benzo[d]isoxazole (Uno, H.; Kurokawa, M.; Natsuka, K.; Yamato, Y.; Nishimura, H. Chem. Pharm. Bu... Starting materials: C1(=CC=C(C=C1)S(=O)(=O)O)C (p-toluenesulfonic acid), ClC1=C(C=CC(=C1)NC1=C(C=CC=C1)COCCOCCOC1OCCCC1)C(=O)C1=C(C=CC=C1)C ((2-Chloro-4-{[2-({2-[2-(tetrahydro-2H-pyran-2-yloxy)ethoxy]ethoxy}methyl)phenyl]amino}phenyl)(2-methylphenyl)methanone), C(=O)(O)[O-].[Na+] (NaHCO3). Run in CO (MeOH). Run at time 2 hour. Yields the product ClC1=C(C=CC(=C1)NC1=C(C=CC=C1)COCCOCCO)C(=O)C1=C(C=CC=C1)C ({2-Chloro-4-[(2-{[2-(2-hydroxyethoxy)ethoxy]methyl}phenyl)amino]phenyl}(2-methylphenyl)methanone). RXN SMILES: [Cl:1][C:2]1[CH:7]=[C:6]([NH:8][C:9]2[CH:14]=[CH:13][CH:12]=[CH:11][C:10]=2[CH2:15][O:16][CH2:17][CH2:18][O:19][CH2:20][CH2:21][O:22]C2CCCCO2)[CH:5]=[CH:4][C:3]=1[C:29]([C:31]1[CH:36]=[CH:35][CH:34]=[CH:33][C:32]=1[CH3:37])=[O:30].C1(C)C=CC(S(O)(=O)=O)=CC=1.C([O-])(O)=O.[Na+]>CO>[Cl:1][C:2]1[CH:7]=[C:6]([NH:8][C:9]2[CH:14]=[CH:13][CH:12]=[CH:11][C:10]=2[CH2:15][O:16][CH2:17][CH2:18][O:19][CH2:20][CH2:21][OH:22])[CH:5]=[CH:4][C:3]=1[C:29]([C:31]1[CH:36]=[CH:35][CH:34]=[CH:33][C:32]=1[CH3:37])=[O:30] |f:2.3|. Procedure details: Compound 149 (5.68 g, 10.8 mmol) was dissolved in MeOH (100 mL) and p-toluenesulfonic acid (3.09 g, 16.3 mmol) was added. The solution was stirred at room temperature for 2 h. Aqueous NaHCO3 (5%, 100 mL) was added and the water phase was extracted with EtOAc (3×50 mL). The combined organic phases were washed with brine (50 mL), dried (MgSO4) and evaporated in vacuo. The crude product was purified by flash chromatography using EtOAc/Petroleum ether 1:1–3:2 as the eluent to afford the title compou... Reaction conditions: temperature 0 celsius, time 20 minute. Procedure: Morpholine-4-carbonyl chloride (297 mg, 1.99 mmol) was added dropwise over a period of 10 minutes to a solution of DMAP (24 mg, 0.199 mmol) and pyridine (0.16 mL, 1.99 mmol) in dry DCM (5 mL). The mixture was stirred at 0° C. for 20 minutes then, a solution of (2S,5R)-6-(benzyloxy)-7-oxo-1,6-diaza-bicyclo[3.2.1]octane-2-carbohydrazide hydrochloride (0.65 g, 1.99 mmol) in dry DCM (2.0 mL) was added over a period of 10 minutes. The mixture was stirred at 0° C. for 15 min and was then allowed to wa... Yield: 47.3%. Reagents/catalysts: CN(C)C=1C=CN=CC1 (DMAP). The product is C(C1=CC=CC=C1)ON1[C@@H]2CC[C@H](N(C1=O)C2)C(=O)NNC(=O)N2CCOCC2 (N′-((2S,5R)-6-(benzyloxy)-7-oxo-1,6-diaza-bicyclo[3.2.1]octane-2-carbonyl)morpholine-4-carbohydrazide). Run in C(Cl)Cl (DCM), C(Cl)Cl (DCM), C(Cl)Cl (DCM). Reactants: Cl.C(C1=CC=CC=C1)ON1[C@@H]2CC[C@H](N(C1=O)C2)C(=O)NN ((2S,5R)-6-(benzyloxy)-7-oxo-1,6-diaza-bicyclo[3.2.1]octane-2-carbohydrazide hydrochloride), N1(CCOCC1)C(=O)Cl (Morpholine-4-carbonyl chloride), N1=CC=CC=C1 (pyridine). As a reaction SMILES: [N:1]1([C:7](Cl)=[O:8])[CH2:6][CH2:5][O:4][CH2:3][CH2:2]1.N1C=CC=CC=1.Cl.[CH2:17]([O:24][N:25]1[C:31](=[O:32])[N:30]2[CH2:33][C@H:26]1[CH2:27][CH2:28][C@H:29]2[C:34]([NH:36][NH2:37])=[O:35])[C:18]1[CH:23]=[CH:22][CH:21]=[CH:20][CH:19]=1>CN(C1C=CN=CC=1)C.C(Cl)Cl>[CH2:17]([O:24][N:25]1[C:31](=[O:32])[N:30]2[CH2:33][C@H:26]1[CH2:27][CH2:28][C@H:29]2[C:34]([NH:36][NH:37][C:7]([N:1]1[CH2:6][CH2:5][O:4][CH2:3][CH2:2]1)=[O:8])=[O:35])[C:18]1[CH:23]=[CH:22][CH:21]=[CH:20][CH:19]=1 |f:2.3|.